From a dataset of the Open Reaction Database (ORD), a public repository of structured organic reaction records. describe an organic reaction: reactants, conditions, products, and yield Starting materials: C1(CCCCC1)C1=CC2=C(N=C(N=C2\C=C/O)C)S1 ((Z)-2-(6-cyclohexyl-2-methylthieno[2,3-d]pyrimidin-4-yl)ethenol), CO (MeOH), [BH4-].[Na+] (NaBH4). Run in O (water). Conditions: time 15 minute. The product is C1(CCCCC1)C1=CC2=C(N=C(N=C2CCO)C)S1 (2-(6-cyclohexyl-2-methylthieno[2,3-d]pyrimidin-4-yl)ethanol). Yield: 72.7%. As a reaction SMILES: [CH:1]1([C:7]2[S:19][C:10]3[N:11]=[C:12]([CH3:18])[N:13]=[C:14](/[CH:15]=[CH:16]\[OH:17])[C:9]=3[CH:8]=2)[CH2:6][CH2:5][CH2:4][CH2:3][CH2:2]1.CO.[BH4-].[Na+]>O>[CH:1]1([C:7]2[S:19][C:10]3[N:11]=[C:12]([CH3:18])[N:13]=[C:14]([CH2:15][CH2:16][OH:17])[C:9]=3[CH:8]=2)[CH2:2][CH2:3][CH2:4][CH2:5][CH2:6]1 |f:2.3|. Procedure details: To a mixture of (Z)-2-(6-cyclohexyl-2-methylthieno[2,3-d]pyrimidin-4-yl)ethenol (430 mg) and MeOH (10 mL) was added NaBH4 (65 mg) in small divided portions, followed by stirring for 15 minutes. To the reaction mixture was added water, followed by extraction with EtOAc. The organic layer was washed sequentially with a saturated aqueous NH4Cl solution and brine, and dried over Na2SO4, and the residue was purified by silica gel column (hexane/EtOAc) to obtain 2-(6-cyclohexyl-2-methylthieno[2,3-d]py... Reactants: solution, FC1=CC(=C(C#N)C=C1C=O)C(F)(F)F (4-fluoro-5-formyl-2-(trifluoromethyl)benzonitrile), FC1=C(C(=C(C#N)C=C1)C(F)(F)F)C=O (4-fluoro-3-formyl-2-(trifluoromethyl)benzonitrile), [BH4-].[Na+] (sodium borohydride). Solvent: O1CCCC1 (tetrahydrofuran), [Cl-].[Na+].O (brine). Reaction conditions: time 12 hour. Product: FC1=CC(=C(C#N)C=C1CO)C(F)(F)F (4-fluoro-5-(hydroxymethyl)-2-(trifluoromethyl)benzonitrile). Yield: 44.7%. Reaction SMILES: [F:1][C:2]1[C:9]([CH:10]=[O:11])=[CH:8][C:5]([C:6]#[N:7])=[C:4]([C:12]([F:15])([F:14])[F:13])[CH:3]=1.FC1C=CC(C#N)=C(C(F)(F)F)C=1C=O.[BH4-].[Na+]>O1CCCC1.[Cl-].[Na+].O>[F:1][C:2]1[C:9]([CH2:10][OH:11])=[CH:8][C:5]([C:6]#[N:7])=[C:4]([C:12]([F:13])([F:14])[F:15])[CH:3]=1 |f:2.3,5.6.7|. Reported procedure: To a solution (15 mL) of a mixture (1.01 g) of 4-fluoro-5-formyl-2-(trifluoromethyl)benzonitrile and 4-fluoro-3-formyl-2-(trifluoromethyl)benzonitrile (3:1) in tetrahydrofuran was added sodium borohydride (400 mg) at 0° C., and the mixture was stirred at room temperature for 12 hr. Saturated brine was added to the reaction mixture, and the mixture was extracted with ethyl acetate, dried over anhydrous magnesium sulfate and concentrated under reduced pressure. The residue was purified by silica g... The reactants are ClC1=CC=2C(C(=C(OC2C2=C1N(C=N2)C)C2=CC=CC=C2)C2=CC=C(C=C2)C2(CCC2)NC(O)=O)=O ({1-[4-(4-chloro-3-methyl-6-oxo-8-phenyl-3,6-dihydro-chromeno[7,8-d]imidazol-7-yl)-phenyl]-cyclobutyl}-carbamic acid), butyl ester, C(C)(C)(C)OC(NC1(CCC1)C1=CC=C(C=C1)C1=C(OC2=C(C1=O)C=C(C=1N=CN(C12)C)Cl)C1=CC=CC=C1)=O ({1-[4-(4-chloro-1-methyl-6-oxo-8-phenyl-1,6-dihydro-chromeno[7,8-d]imidazol-7-yl)-phenyl]-cyclobutyl}-carbamic acid tert-butyl ester), C(=O)(C(F)(F)F)O (TFA), crude residue. Run in C(Cl)Cl (DCM), CO (MeOH), O (water), Cl (HCl). Conditions: time 1 hour. The product is eluent, Cl.NC1(CCC1)C1=CC=C(C=C1)C1=C(OC2=C(C1=O)C=C(C=1N(C=NC12)C)Cl)C1=CC=CC=C1 (7-[4-(1-Amino-cyclobutyl)-phenyl]-4-chloro-3-methyl-8-phenyl-3H-chromeno[7,8-d]imidazol-6-one hydrochloride). As a reaction SMILES: [Cl:1][C:2]1[C:11]2[N:12]([CH3:15])[CH:13]=[N:14][C:10]=2[C:9]2[O:8][C:7]([C:16]3[CH:21]=[CH:20][CH:19]=[CH:18][CH:17]=3)=[C:6]([C:22]3[CH:27]=[CH:26][C:25]([C:28]4([NH:32]C(=O)O)[CH2:31][CH2:30][CH2:29]4)=[CH:24][CH:23]=3)[C:5](=[O:36])[C:4]=2[CH:3]=1.C(OC(=O)NC1(C2C=CC(C3C(=O)C4C=C(Cl)C5N=CN(C)C=5C=4OC=3C3C=CC=CC=3)=CC=2)CCC1)(C)(C)C.C(O)(C(F)(F)F)=O>C(Cl)Cl.CO.O.Cl>[ClH:1].[NH2:32][C:28]1([C:25]2[CH:24]=[CH:23][C:22]([C:6]3[C:5](=[O:36])[C:4]4[CH:3]=[C:2]([Cl:1])[C:11]5[N:12]([CH3:15])[CH:13]=[N:14][C:10]=5[C:9]=4[O:8][C:7]=3[C:16]3[CH:21]=[CH:20][CH:19]=[CH:18][CH:17]=3)=[CH:27][CH:26]=2)[CH2:29][CH2:30][CH2:31]1 |f:7.8|. Reported procedure: To a stirred solution of {1-[4-(4-chloro-3-methyl-6-oxo-8-phenyl-3,6-dihydro-chromeno[7,8-d]imidazol-7-yl)-phenyl]-cyclobutyl}-carbamic acid tea-butyl ester and {1-[4-(4-chloro-1-methyl-6-oxo-8-phenyl-1,6-dihydro-chromeno[7,8-d]imidazol-7-yl)-phenyl]-cyclobutyl}-carbamic acid tert-butyl ester (43 mg, 0.08 mmol) in DCM (1.5 mL) was added TFA (0.5 mL) at RT. After 1 h, the reaction mixture was concentrated in vacuo. The resultant residue was subjected to flash chromatography (SiO2, gradient 0 to 2... The reactants are CS(=O)(=O)N (methanesulfonamide), [H-].[Na+] (NaH), Cl (HCl), ClC1=CC=C2C(=C1)NC(C21C(NC(CC1C1=C(C=CC(=C1)Cl)OC(C)(C)C(=O)O)=O)C1=C(C=CC(=C1)F)C)=O (racemic (2′S,3S,4′R)-6-chloro-4′-[5-chloro-2-(1-hydroxycarbonyl-1-methyl-ethoxy)-phenyl]-2′-(5-fluoro-2-methyl-phenyl)spiro[3H-indole-3,3′-piperidine]-2,6′(1H)-dione), C1=CN(C=N1)C(=O)N2C=CN=C2 (CDI). Run in CN(C)C=O (DMF), O (water), CN(C)C=O (DMF). Reaction conditions: time 2 hour. The product is ClC1=CC=C2C(=C1)NC(C21C(NC(CC1C1=C(C=CC(=C1)Cl)OC(C(=O)NS(=O)(=O)C)(C)C)=O)C1=C(C=CC(=C1)F)C)=O (Racemic (2′S,3S,4′R)-6-chloro-4′-[5-chloro-2-(2-methanesulfonylamino-1,1-dimethyl-2-oxo-ethoxy)-phenyl]-2′-(5-fluoro-2-methyl-phenyl)spiro[3H-indole-3,3′-piperidine]-2,6′(1H)-dione). Yield: 62.8%. RXN SMILES: [Cl:1][C:2]1[CH:7]=[C:6]2[NH:8][C:9](=[O:39])[C:10]3([CH:15]([C:16]4[CH:21]=[C:20]([Cl:22])[CH:19]=[CH:18][C:17]=4[O:23][C:24]([C:27]([OH:29])=O)([CH3:26])[CH3:25])[CH2:14][C:13](=[O:30])[NH:12][CH:11]3[C:31]3[CH:36]=[C:35]([F:37])[CH:34]=[CH:33][C:32]=3[CH3:38])[C:5]2=[CH:4][CH:3]=1.C1N=CN(C(N2C=NC=C2)=O)C=1.[CH3:52][S:53]([NH2:56])(=[O:55])=[O:54].[H-].[Na+].Cl>CN(C=O)C.O>[Cl:1][C:2]1[CH:7]=[C:6]2[NH:8][C:9](=[O:39])[C:10]3([CH:15]([C:16]4[CH:21]=[C:20]([Cl:22])[CH:19]=[CH:18][C:17]=4[O:23][C:24]([CH3:25])([CH3:26])[C:27]([NH:56][S:53]([CH3:52])(=[O:55])=[O:54])=[O:29])[CH2:14][C:13](=[O:30])[NH:12][CH:11]3[C:31]3[CH:36]=[C:35]([F:37])[CH:34]=[CH:33][C:32]=3[CH3:38])[C:5]2=[CH:4][CH:3]=1 |f:3.4|. Reported procedure: A solution of racemic (2′S,3S,4′R)-6-chloro-4′-[5-chloro-2-(1-hydroxycarbonyl-1-methyl-ethoxy)-phenyl]-2′-(5-fluoro-2-methyl-phenyl)spiro[3H-indole-3,3′-piperidine]-2,6′(1H)-dione (16 g, 0.028 mol) prepared in Example 1f and CDI (9 g, 0.056 mol) in DMF (70 mL) was heated at 65° C. for 2 h. Then to this solution was added a mixture of methanesulfonamide (16 g, 0.168 mol) and NaH (5.6 g, 60%, 0.14 mol) in DMF (100 mL), which had been mixed and stirred at room temperature for 2 h. After the resulti... Starting materials: C(C1=CC=CC=C1)OC1=NN2C(C(NCCC2)=O)=C1 (2-(benzyloxy)-5,6,7,8-tetrahydro-4H-pyrazolo[1,5-a][1,4]diazepin-4-one), BrC1=NC(=CC=C1)F (2-bromo-6-fluoropyridine), CN(CCN)C (N,N-dimethylethylenediamine), [O-]P(=O)([O-])[O-].[K+].[K+].[K+] (K3PO4), O1CCOCC1 (1,4-dioxane). The reagents and catalysts are [Cu]I (Copper (I) iodide). Run at temperature 80 celsius, time 16 hour. Yields the product C(C1=CC=CC=C1)OC1=NN2C(C(N(CCC2)C2=NC=C(C=C2)F)=O)=C1 (2-(benzyloxy)-5-(5-fluoropyridin-2-yl)-5,6,7,8-tetrahydro-4H-pyrazolo[1,5-a][1,4]diazepin-4-one). The yield is 37.0%. RXN SMILES: [CH2:1]([O:8][C:9]1[CH:19]=[C:12]2[C:13](=[O:18])[NH:14][CH2:15][CH2:16][CH2:17][N:11]2[N:10]=1)[C:2]1[CH:7]=[CH:6][CH:5]=[CH:4][CH:3]=1.BrC1C=CC=C([F:27])N=1.C[N:29]([CH3:33])[CH2:30][CH2:31]N.[O-]P([O-])([O-])=O.[K+].[K+].[K+].O1[CH2:47][CH2:46]OCC1>[Cu]I>[CH2:1]([O:8][C:9]1[CH:19]=[C:12]2[C:13](=[O:18])[N:14]([C:33]3[CH:47]=[CH:46][C:31]([F:27])=[CH:30][N:29]=3)[CH2:15][CH2:16][CH2:17][N:11]2[N:10]=1)[C:2]1[CH:3]=[CH:4][CH:5]=[CH:6][CH:7]=1 |f:3.4.5.6|. Reported procedure: Copper (I) iodide (0.011 g, 0.057 mmol) was added to a stirred suspension of 2-(benzyloxy)-5,6,7,8-tetrahydro-4H-pyrazolo[1,5-a][1,4]diazepin-4-one (0.3 g, 1.16 mmol), 2-bromo-6-fluoropyridine (0.25 g, 1.42 mmol), N,N-dimethylethylenediamine (0.02 g, 0.23 mmol) and K3PO4 (0.5 g, 2.36 mmol) in 1,4-dioxane (15 mL). The reaction mixture was stirred at 80° C. for 16 hours and then the solvent was evaporated in vacuo. The mixture was diluted with water and extracted with DCM. The organic layer was se... Reactants: O=C([O-])[O-], O=C(O)Cc1ccccc1OCc1ccccc1, CI, CN(C)C=O, [K+], [K+]. Product: COC(=O)Cc1ccccc1OCc1ccccc1. Reaction SMILES: [C:19](=[O:20])([O-:21])[O-:22].[CH2:1]([c:2]1[cH:3][cH:4][cH:5][cH:6][cH:7]1)[O:8][c:9]1[c:10]([CH2:15][C:16](=[O:17])[OH:18])[cH:11][cH:12][cH:13][cH:14]1.[CH3:25][I:26].[CH3:27][N:28]([CH3:29])[CH:30]=[O:31].[K+:23].[K+:24]>>[CH2:1]([c:2]1[cH:3][cH:4][cH:5][cH:6][cH:7]1)[O:8][c:9]1[c:10]([CH2:15][C:16](=[O:17])[O:18][CH3:19])[cH:11][cH:12][cH:13][cH:14]1. Reactants: ClC(Cl)(Cl)Cl, [Fe], ClSc1ccccc1, c1ccc(-c2cccs2)cc1. The product is c1ccc(Sc2ccc(-c3ccccc3)s2)cc1. Reaction SMILES: [C:21]([Cl:22])([Cl:23])([Cl:24])[Cl:25].[Fe:20].[c:12]1([S:18][Cl:19])[cH:13][cH:14][cH:15][cH:16][cH:17]1.[c:1]1(-[c:7]2[s:8][cH:9][cH:10][cH:11]2)[cH:2][cH:3][cH:4][cH:5][cH:6]1>>[c:1]1(-[c:7]2[s:8][c:9]([S:18][c:12]3[cH:13][cH:14][cH:15][cH:16][cH:17]3)[cH:10][cH:11]2)[cH:2][cH:3][cH:4][cH:5][cH:6]1.